From a dataset of the Open Reaction Database (ORD), a public repository of structured organic reaction records. describe an organic reaction: reactants, conditions, products, and yield Reactants: C(C#C)OC1OCCCC1 (tetrahydro-2-(2-propynyloxy)-2H-pyran), Grignard reagent, [Mg] (magnesium), BrCC (bromoethane), ice, [Cl-].[NH4+] (ammonium chloride), FC1=CC=C(OCC=O)C=C1 (4-fluorophenoxy-acetaldehyde). Solvent: O1CCCC1 (tetrahydrofuran), O (water), O1CCCC1 (tetrahydrofuran). Run at time 30 minute. The product is O1C(CCCC1)OCC#CC(COC1=CC=C(C=C1)F)O (1-(2-Tetrahydropyranyloxy)-4-hydroxy-5-(4-fluorophenoxy)-2-pentyne). Reaction SMILES: [Mg].BrCC.[CH2:5]([O:8][CH:9]1[CH2:14][CH2:13][CH2:12][CH2:11][O:10]1)[C:6]#[CH:7].[F:15][C:16]1[CH:25]=[CH:24][C:19]([O:20][CH2:21][CH:22]=[O:23])=[CH:18][CH:17]=1.[Cl-].[NH4+]>O1CCCC1.O>[O:10]1[CH2:11][CH2:12][CH2:13][CH2:14][CH:9]1[O:8][CH2:5][C:6]#[C:7][CH:22]([OH:23])[CH2:21][O:20][C:19]1[CH:24]=[CH:25][C:16]([F:15])=[CH:17][CH:18]=1 |f:4.5|. Reported procedure: To the Grignard reagent prepared from magnesium (12.2 g., 0.5 mole) and bromoethane (54.5 g., 0.5 mole) in tetrahydrofuran (400 ml.) is added, dropwise, during 30 minutes, a solution of tetrahydro-2-(2-propynyloxy)-2H-pyran (67.3 g., 0.5 mole) in tetrahydrofuran (50 ml.). The mixture is stirred at room temperature for 1 hour and then treated, dropwise, during 1 hour with 4-fluorophenoxy-acetaldehyde (61.6 g., 0.4 mole). The resulting mixture is heated at reflux for 1 hour, then cooled and poured... Starting materials: Cl.ClCC1=NC2=CC=CC=C2C=C1 (2-(Chloromethyl)quinoline monohydrochloride), C(=O)([O-])[O-].[K+].[K+] (K2CO3). Run in O (water). The product is ClCC1=NC2=CC=CC=C2C=C1 (2-(chloromethyl)quinoline). As a reaction SMILES: Cl.[Cl:2][CH2:3][C:4]1[CH:13]=[CH:12][C:11]2[C:6](=[CH:7][CH:8]=[CH:9][CH:10]=2)[N:5]=1.C([O-])([O-])=O.[K+].[K+]>O>[Cl:2][CH2:3][C:4]1[CH:13]=[CH:12][C:11]2[C:6](=[CH:7][CH:8]=[CH:9][CH:10]=2)[N:5]=1 |f:0.1,2.3.4|. Reported procedure: 2-(Chloromethyl)quinoline monohydrochloride (4.06 g) was taken up in water, alkalized with K2CO3 and extracted with DCM. The organic layer was dried (MgSO4), filtered and evaporated, yielding 2-(chloromethyl)quinoline. Sodium hydride (0.7 g) was added at room temperature to a solution of intermediate 8 (6.5 g) in DMF (350 ml) and the mixture was stirred for 30 minutes. 2-(Chloromethyl)quinoline dissolved in DMF was added and the mixture was stirred at 50° C. for 3 hours. The mixture was evaporat... Starting materials: O=C([O-])[O-], O=C(OCc1ccccc1)c1ccc(OCc2ccccc2)c(Br)c1, CCO, COc1ccc(B(O)O)cc1, [K+], [K+], Cc1ccccc1, c1ccc(P(c2ccccc2)(c2ccccc2)[Pd](P(c2ccccc2)(c2ccccc2)c2ccccc2)(P(c2ccccc2)(c2ccccc2)c2ccccc2)P(c2ccccc2)(c2ccccc2)c2ccccc2)cc1. Product: COc1ccc(-c2cc(C(=O)OCc3ccccc3)ccc2OCc2ccccc2)cc1. Reaction SMILES: [C:37](=[O:38])([O-:39])[O-:40].[CH2:12]([c:13]1[cH:14][cH:15][cH:16][cH:17][cH:18]1)[O:19][c:20]1[c:21]([Br:36])[cH:22][c:23]([C:24](=[O:25])[O:26][CH2:27][c:28]2[cH:29][cH:30][cH:31][cH:32][cH:33]2)[cH:34][cH:35]1.[CH2:43]([OH:44])[CH3:45].[CH3:1][O:2][c:3]1[cH:4][cH:5][c:6]([B:9]([OH:10])[OH:11])[cH:7][cH:8]1.[K+:41].[K+:42].[c:46]1([CH3:47])[cH:48][cH:49][cH:50][cH:51][cH:52]1.[cH:53]1[cH:54][cH:55][c:56]([P:57]([Pd:58]([P:59]([c:60]2[cH:61][cH:62][cH:63][cH:64][cH:65]2)([c:66]2[cH:67][cH:68][cH:69][cH:70][cH:71]2)[c:72]2[cH:73][cH:74][cH:75][cH:76][cH:77]2)([P:78]([c:79]2[cH:80][cH:81][cH:82][cH:83][cH:84]2)([c:85]2[cH:86][cH:87][cH:88][cH:89][cH:90]2)[c:91]2[cH:92][cH:93][cH:94][cH:95][cH:96]2)[P:97]([c:98]2[cH:99][cH:100][cH:101][cH:102][cH:103]2)([c:104]2[cH:105][cH:106][cH:107][cH:108][cH:109]2)[c:110]2[cH:111][cH:112][cH:113][cH:114][cH:115]2)([c:116]2[cH:117][cH:118][cH:119][cH:120][cH:121]2)[c:122]2[cH:123][cH:124][cH:125][cH:126][cH:127]2)[cH:128][cH:129]1>>[CH3:1][O:2][c:3]1[cH:4][cH:5][c:6](-[c:21]2[c:20]([O:19][CH2:12][c:13]3[cH:14][cH:15][cH:16][cH:17][cH:18]3)[cH:35][cH:34][c:23]([C:24](=[O:25])[O:26][CH2:27][c:28]3[cH:29][cH:30][cH:31][cH:32][cH:33]3)[cH:22]2)[cH:7][cH:8]1. The reactants are [BH4-].[Na+] (Sodium borohydride), C(C)(=O)O[BH-](OC(C)=O)OC(C)=O.[Na+] (sodium triacetoxyborohydride), C1(=C(C=CC=C1)NC(OC1CCN(CC1)CCN(C(CCCCC=O)=O)C)=O)C1=CC=CC=C1 (1-{2-[Methyl(6-oxohexanoyl)amino]ethyl}piperidin-4-yl biphenyl-2-ylcarbamate), NC1=CC(=C(C(=O)OC(C)(C)C)C=C1)C (tert-Butyl 4-amino-2-methylbenzoate). The solvent is C(C)(=O)O (acetic acid), C(Cl)Cl (methylene chloride). Run at time 8 hour. The product is C1(=C(C=CC=C1)NC(=O)OC1CCN(CC1)CCN(C(CCCCCNC1=CC(=C(C(=O)OC(C)(C)C)C=C1)C)=O)C)C1=CC=CC=C1 (tert-Butyl 4-({6-[(2-{4-[(biphenyl-2-ylcarbamoyl)oxy]piperidin-1-yl}ethyl)(methyl)amino]-6-oxohexyl}amino)-2-methylbenzoate). Yield: 60.1%. Reaction SMILES: [C:1]1([C:29]2[CH:34]=[CH:33][CH:32]=[CH:31][CH:30]=2)[CH:6]=[CH:5][CH:4]=[CH:3][C:2]=1[NH:7][C:8](=[O:28])[O:9][CH:10]1[CH2:15][CH2:14][N:13]([CH2:16][CH2:17][N:18]([CH3:27])[C:19](=[O:26])[CH2:20][CH2:21][CH2:22][CH2:23][CH:24]=O)[CH2:12][CH2:11]1.[NH2:35][C:36]1[CH:48]=[CH:47][C:39]([C:40]([O:42][C:43]([CH3:46])([CH3:45])[CH3:44])=[O:41])=[C:38]([CH3:49])[CH:37]=1.C(O[BH-](OC(=O)C)OC(=O)C)(=O)C.[Na+].[BH4-].[Na+]>C(Cl)Cl.C(O)(=O)C>[C:1]1([C:29]2[CH:30]=[CH:31][CH:32]=[CH:33][CH:34]=2)[CH:6]=[CH:5][CH:4]=[CH:3][C:2]=1[NH:7][C:8]([O:9][CH:10]1[CH2:15][CH2:14][N:13]([CH2:16][CH2:17][N:18]([CH3:27])[C:19](=[O:26])[CH2:20][CH2:21][CH2:22][CH2:23][CH2:24][NH:35][C:36]2[CH:48]=[CH:47][C:39]([C:40]([O:42][C:43]([CH3:44])([CH3:45])[CH3:46])=[O:41])=[C:38]([CH3:49])[CH:37]=2)[CH2:12][CH2:11]1)=[O:28] |f:2.3,4.5|. Procedure details: The compound (135 mg, 0.289 mmol) obtained in Example 4g and the compound (103 mg, 0.473 mmol) obtained in Example 18a were dissolved in methylene chloride (4 mL), acetic acid (73 μL) and sodium triacetoxyborohydride (137 mg, 0.645 mmol) were added, and the mixture was stirred overnight at room temperature. Sodium borohydride (16 mg, 0.430 mmol) was added, and the mixture was stirred at room temperature for 20 minutes. The solvent was evaporated under reduced pressure, and the resulting residue ... Reactants: Nc1ccc2cnn(-c3c(Cl)cc(C(F)(F)F)cc3Cl)c2c1, O=N[O-], [Na+], O, O=S(=O)(O)O. Product: Oc1ccc2cnn(-c3c(Cl)cc(C(F)(F)F)cc3Cl)c2c1. RXN SMILES: [Cl:1][c:2]1[c:3](-[n:13]2[n:14][cH:15][c:16]3[cH:17][cH:18][c:19]([NH2:22])[cH:20][c:21]23)[c:4]([Cl:12])[cH:5][c:6]([C:8]([F:9])([F:10])[F:11])[cH:7]1.[N:23](=[O:24])[O-:25].[Na+:26].[OH2:32].[S:27](=[O:28])(=[O:29])([OH:30])[OH:31]>>[Cl:1][c:2]1[c:3](-[n:13]2[n:14][cH:15][c:16]3[cH:17][cH:18][c:19]([OH:24])[cH:20][c:21]23)[c:4]([Cl:12])[cH:5][c:6]([C:8]([F:9])([F:10])[F:11])[cH:7]1. The reactants are [Br-], O=Cc1ccc(Br)cc1, CCCCC[Mg+], CCOCC. Yields the product CCCCCC(O)c1ccc(Br)cc1. RXN SMILES: [Br-:1].[Br:8][c:9]1[cH:10][cH:11][c:12]([CH:13]=[O:14])[cH:15][cH:16]1.[CH2:2]([CH2:3][CH2:4][CH2:5][CH3:6])[Mg+:7].[CH3:17][CH2:18][O:19][CH2:20][CH3:21]>>[CH2:2]([CH2:3][CH2:4][CH2:5][CH3:6])[CH:13]([c:12]1[cH:11][cH:10][c:9]([Br:8])[cH:16][cH:15]1)[OH:14]. RXN SMILES: [Br:24][N:25]1[C:26](=[O:27])[CH2:28][CH2:29][C:30]1=[O:31].[C:1]([CH3:2])([CH3:3])([CH3:4])[O:5][C:6](=[O:7])[n:8]1[cH:9][cH:10][c:11]2[cH:12][cH:13][c:14](-[c:17]3[cH:18][cH:19][c:20]([F:23])[cH:21][cH:22]3)[cH:15][c:16]12.[CH2:32]1[O:33][CH2:34][CH2:35][CH2:36]1>>[C:1]([CH3:2])([CH3:3])([CH3:4])[O:5][C:6](=[O:7])[n:8]1[cH:9][c:10]([Br:24])[c:11]2[cH:12][cH:13][c:14](-[c:17]3[cH:18][cH:19][c:20]([F:23])[cH:21][cH:22]3)[cH:15][c:16]12. Reactants: O=C1CCC(=O)N1Br, CC(C)(C)OC(=O)n1ccc2ccc(-c3ccc(F)cc3)cc21, C1CCOC1. The product is CC(C)(C)OC(=O)n1cc(Br)c2ccc(-c3ccc(F)cc3)cc21.